Dataset: the Open Reaction Database (ORD), a public repository of structured organic reaction records. Task: describe an organic reaction: reactants, conditions, products, and yield The reactants are COc1cc2ncnc(N3CCc4ccc(N)cc43)c2cc1OC, CC(=O)Cl, ClC(Cl)Cl, c1ccncc1. Yields the product COc1cc2ncnc(N3CCc4ccc(NC(C)=O)cc43)c2cc1OC. Reaction SMILES: [CH3:1][O:2][c:3]1[cH:4][c:5]2[c:6]([N:15]3[CH2:16][CH2:17][c:18]4[cH:19][cH:20][c:21]([NH2:24])[cH:22][c:23]43)[n:7][cH:8][n:9][c:10]2[cH:11][c:12]1[O:13][CH3:14].[CH3:31][C:32]([Cl:33])=[O:34].[Cl:35][CH:36]([Cl:37])[Cl:38].[cH:25]1[cH:26][cH:27][n:28][cH:29][cH:30]1>>[CH3:1][O:2][c:3]1[cH:4][c:5]2[c:6]([N:15]3[CH2:16][CH2:17][c:18]4[cH:19][cH:20][c:21]([NH:24][C:32]([CH3:31])=[O:34])[cH:22][c:23]43)[n:7][cH:8][n:9][c:10]2[cH:11][c:12]1[O:13][CH3:14]. Reaction SMILES: [C:17]([n:18]1[cH:19][cH:20][n:21][cH:22]1)([n:23]1[cH:24][cH:25][n:26][cH:27]1)=[O:28].[C:1]1(=[O:16])[c:2]2[c:3]([cH:12][cH:13][cH:14][cH:15]2)[C:4](=[O:11])[N:5]1[CH2:6][CH2:7][C:8](=[O:9])[OH:10].[NH2:29][N:30]1[CH:31]=[N:32][c:33]2[cH:34][cH:35][c:36]([Cl:48])[cH:37][c:38]2[C:39]1([c:40]1[c:41]([Cl:46])[cH:42][cH:43][cH:44][cH:45]1)[OH:47].[O:49]1[CH2:50][CH2:51][CH2:52][CH2:53]1>>[C:1]1(=[O:16])[c:2]2[c:3]([cH:12][cH:13][cH:14][cH:15]2)[C:4](=[O:11])[N:5]1[CH2:6][CH2:7][C:8](=[O:10])[NH:29][N:30]1[CH:31]=[N:32][c:33]2[cH:34][cH:35][c:36]([Cl:48])[cH:37][c:38]2[C:39]1([c:40]1[c:41]([Cl:46])[cH:42][cH:43][cH:44][cH:45]1)[OH:47]. The product is O=C(CCN1C(=O)c2ccccc2C1=O)NN1C=Nc2ccc(Cl)cc2C1(O)c1ccccc1Cl. Starting materials: O=C(n1ccnc1)n1ccnc1, O=C(O)CCN1C(=O)c2ccccc2C1=O, NN1C=Nc2ccc(Cl)cc2C1(O)c1ccccc1Cl, C1CCOC1. Starting materials: ClCCl, N#Cc1ccc(CO)c(F)c1. The product is N#Cc1ccc(C=O)c(F)c1. As a reaction SMILES: [Cl:12][CH2:13][Cl:14].[F:1][c:2]1[cH:3][c:4]([C:5]#[N:6])[cH:7][cH:8][c:9]1[CH2:10][OH:11]>>[F:1][c:2]1[cH:3][c:4]([C:5]#[N:6])[cH:7][cH:8][c:9]1[CH:10]=[O:11].